This data is from the Open Reaction Database (ORD), a public repository of structured organic reaction records. The task is: describe an organic reaction: reactants, conditions, products, and yield Reactants: Cl.N[C@H]1CC[C@H](CC1)NC(=O)C1=C(NC=2C1=NC=CC2C2=C(C=C(C=C2)OC)OCC2CC2)C (N-(cis-4-aminocyclohexyl)-7-[2-(cyclopropylmethoxy)-4-methoxyphenyl]-2-methyl-1H-pyrrolo[3,2-b]pyridine-3-carboxamide hydrochloride), C(C)(=O)Cl (acetyl chloride). Yields the product C(C)(=O)N[C@H]1CC[C@H](CC1)NC(=O)C1=C(NC=2C1=NC=CC2C2=C(C=C(C=C2)OC)OCC2CC2)C (N-[cis-4-(Acetylamino)cyclohexyl]-7-[2-(cyclopropylmethoxy)-4-methoxyphenyl]-2-methyl-1H-pyrrolo[3,2-b]pyridine-3-carboxamide). RXN SMILES: Cl.[NH2:2][C@@H:3]1[CH2:8][CH2:7][C@H:6]([NH:9][C:10]([C:12]2[C:16]3=[N:17][CH:18]=[CH:19][C:20]([C:21]4[CH:26]=[CH:25][C:24]([O:27][CH3:28])=[CH:23][C:22]=4[O:29][CH2:30][CH:31]4[CH2:33][CH2:32]4)=[C:15]3[NH:14][C:13]=2[CH3:34])=[O:11])[CH2:5][CH2:4]1.[C:35](Cl)(=[O:37])[CH3:36]>>[C:35]([NH:2][C@@H:3]1[CH2:8][CH2:7][C@H:6]([NH:9][C:10]([C:12]2[C:16]3=[N:17][CH:18]=[CH:19][C:20]([C:21]4[CH:26]=[CH:25][C:24]([O:27][CH3:28])=[CH:23][C:22]=4[O:29][CH2:30][CH:31]4[CH2:32][CH2:33]4)=[C:15]3[NH:14][C:13]=2[CH3:34])=[O:11])[CH2:5][CH2:4]1)(=[O:37])[CH3:36] |f:0.1|. Procedure details: Starting from N-(cis-4-aminocyclohexyl)-7-[2-(cyclopropylmethoxy)-4-methoxyphenyl]-2-methyl-1H-pyrrolo[3,2-b]pyridine-3-carboxamide hydrochloride (example D.f13) and commercially acetyl chloride the title compound is obtained as colorless solid. Starting materials: FC(C(=O)O)(F)F.C1=CC=C(C=2OC3=C(C21)C=CC=C3)C3=CC=NC(=N3)NC3=CC(=CC=C3)N (N-(6-dibenzofuran-4-yl-pyrimidinyl)-benzene-1,3-diamine trifluoroacetate), FC(C(=O)O)(F)F.C1=CC=C(C=2OC3=C(C21)C=CC=C3)C3=CC=NC(=N3)NC3=CC(=CC=C3)N (N-(6-dibenzofuran-4-yl-pyrimidinyl)-benzene-1,3-diamine trifluoroacetate), Cl.CN(C=1C=C(C(=O)Cl)C=CC1)C (3-dimethylaminobenzoyl chloride HCl). Run in N1=CC=CC=C1 (pyridine). Yields the product C1=CC=C(C=2OC3=C(C21)C=CC=C3)C3=CC(=NC=N3)NC=3C=C(C=CC3)NC(C3=CC(=CC=C3)N(C)C)=O (N-[3-(6-Dibenzofuran-4-yl-pyrimidin-4-ylamino)-phenyl]-3-dimethylamino-benzamide). As a reaction SMILES: F[C:2](F)(F)[C:3](O)=O.[CH:8]1[C:16]2[C:15]3[CH:17]=[CH:18][CH:19]=[CH:20][C:14]=3[O:13][C:12]=2[C:11]([C:21]2[N:26]=[C:25](NC3C=CC=C(N)C=3)[N:24]=[CH:23][CH:22]=2)=[CH:10][CH:9]=1.Cl.[CH3:36][N:37]([CH3:47])[C:38]1[CH:39]=[C:40]([CH:44]=[CH:45][CH:46]=1)[C:41](Cl)=[O:42]>N1C=CC=CC=1>[CH:8]1[C:16]2[C:15]3[CH:17]=[CH:18][CH:19]=[CH:20][C:14]=3[O:13][C:12]=2[C:11]([C:21]2[N:26]=[CH:25][N:24]=[C:23]([NH:24][C:23]3[CH:22]=[C:21]([NH:26][C:41](=[O:42])[C:40]4[CH:44]=[CH:45][CH:46]=[C:38]([N:37]([CH3:47])[CH3:36])[CH:39]=4)[CH:11]=[CH:2][CH:3]=3)[CH:22]=2)=[CH:10][CH:9]=1 |f:0.1,2.3|. Procedure: To a solution of N-(6-dibenzofuran-4-yl-pyrimidin-4-yl)-benzene-1,3-diamine trifluoroacetate (compound A2) (500 mg, 1.1 mmol) in pyridine (10 mL) is added at 10° C. 3-dimethylaminobenzoyl chloride HCl (288 mg, 1.21 mmol) portion wise. After 48 h at ambient temperature the mixture is evaporated and the crude product is purified by flash chromatography. Starting materials: CN, O=C(Cl)COc1ccc(Cl)cc1, C1CCOC1, O. Product: CNC(=O)COc1ccc(Cl)cc1. RXN SMILES: [CH3:13][NH2:14].[Cl:1][c:2]1[cH:3][cH:4][c:5]([O:6][CH2:7][C:8](=[O:9])[Cl:10])[cH:11][cH:12]1.[O:16]1[CH2:17][CH2:18][CH2:19][CH2:20]1.[OH2:15]>>[Cl:1][c:2]1[cH:3][cH:4][c:5]([O:6][CH2:7][C:8](=[O:9])[NH:14][CH3:13])[cH:11][cH:12]1. Run in C(Cl)Cl (methylene chloride), C(Cl)Cl (methylene chloride). As a reaction SMILES: [NH2:1][CH2:2][CH:3]1[O:7][C:6](=[O:8])[N:5]([C:9]2[CH:14]=[C:13]([F:15])[C:12]([C:16]3[CH:17]=[N:18][CH:19]=[CH:20][CH:21]=3)=[C:11]([F:22])[CH:10]=2)[CH2:4]1.N1C=CC=CC=1.[C:29](OC(=O)C)(=[O:31])[CH3:30]>C(Cl)Cl>[C:29]([NH:1][CH2:2][CH:3]1[O:7][C:6](=[O:8])[N:5]([C:9]2[CH:10]=[C:11]([F:22])[C:12]([C:16]3[CH:17]=[N:18][CH:19]=[CH:20][CH:21]=3)=[C:13]([F:15])[CH:14]=2)[CH2:4]1)(=[O:31])[CH3:30]. Yields the product C(C)(=O)NCC1CN(C(O1)=O)C1=CC(=C(C(=C1)F)C=1C=NC=CC1)F ((±)-5-(Acetamidomethyl)3-[4-(3-pyridyl)-3,5-difluorophenyl]-2-oxazolidinone). The reactants are NCC1CN(C(O1)=O)C1=CC(=C(C(=C1)F)C=1C=NC=CC1)F ((±)-5-(Aminomethyl)-3-[4-(3-pyridyl)-3,5-difluorophenyl]-2-oxazolidinone), N1=CC=CC=C1 (pyridine), C(C)(=O)OC(C)=O (acetic anhydride). Procedure details: (±)-5-(Aminomethyl)-3-[4-(3-pyridyl)-3,5-difluorophenyl]-2-oxazolidinone (PREPARATION 7, 135 mg, 0.433 mmol) in anhydrous methylene chloride (10 ml), pyridine (143 μl, 1.77 mmol, 4 eq) and acetic anhydride (167 μl, 1.77 mmol, 4 eq) are combined. The reaction is allowed to stir at 20-25° under nitrogen. After 2.5 hr the reaction is added to methylene chloride (30 ml) and washed with saturated sodium bicarbonate then brine, dried (sodium sulfate), filtered and concentrated under reduced pressure t... Starting materials: Fc1cc(Br)cc(C(F)(F)F)c1, CCOCC, [Cu]I, [K+], [K+], [K+], CC(C)(C)C(N)C(=O)O, O=C([O-])[O-], O, O=S(=O)([O-])O. Product: CC(C)(C)C(Nc1cc(F)cc(C(F)(F)F)c1)C(=O)O. RXN SMILES: [Br:16][c:17]1[cH:18][c:19]([F:27])[cH:20][c:21]([C:23]([F:24])([F:25])[F:26])[cH:22]1.[CH2:36]([O:37][CH2:38][CH3:39])[CH3:40].[Cu:34][I:35].[K+:10].[K+:11].[K+:33].[NH2:1][CH:2]([C:3](=[O:4])[OH:5])[C:6]([CH3:7])([CH3:8])[CH3:9].[O-:12][C:13]([O-:14])=[O:15].[OH2:41].[S:28](=[O:29])(=[O:30])([OH:31])[O-:32]>>[NH:1]([CH:2]([C:3](=[O:4])[OH:5])[C:6]([CH3:7])([CH3:8])[CH3:9])[c:17]1[cH:18][c:19]([F:27])[cH:20][c:21]([C:23]([F:24])([F:25])[F:26])[cH:22]1. Reactants: Cc1cc(C)cc(-c2[nH]c3ccc(OCc4ccccc4)cc3c2CCN2C(=O)c3ccccc3C2=O)c1, CCOC(C)=O, [H][H]. The product is Cc1cc(C)cc(-c2[nH]c3ccc(O)cc3c2CCN2C(=O)c3ccccc3C2=O)c1. Reaction SMILES: [CH2:1]([c:2]1[cH:3][cH:4][cH:5][cH:6][cH:7]1)[O:8][c:9]1[cH:10][c:11]2[c:12]([CH2:26][CH2:27][N:28]3[C:29](=[O:38])[c:30]4[cH:31][cH:32][cH:33][cH:34][c:35]4[C:36]3=[O:37])[c:13](-[c:18]3[cH:19][c:20]([CH3:25])[cH:21][c:22]([CH3:24])[cH:23]3)[nH:14][c:15]2[cH:16][cH:17]1.[CH3:41][CH2:42][O:43][C:44](=[O:45])[CH3:46].[H:39][H:40]>>[OH:8][c:9]1[cH:10][c:11]2[c:12]([CH2:26][CH2:27][N:28]3[C:29](=[O:38])[c:30]4[cH:31][cH:32][cH:33][cH:34][c:35]4[C:36]3=[O:37])[c:13](-[c:18]3[cH:19][c:20]([CH3:25])[cH:21][c:22]([CH3:24])[cH:23]3)[nH:14][c:15]2[cH:16][cH:17]1. Starting materials: [Li+].[OH-] (LiOH), NC=1N=CC(=NC1C=1OC(=NN1)C1=CC=CC=C1)C1=C(C=C(C(=O)OC)C=C1)C(F)F (methyl 4-[5-amino-6-(5-phenyl-1,3,4-oxadiazol-2-yl)pyrazin-2-yl]-3-(difluoromethyl)benzoate), CNC (N-methylmethanamine), CN(C)C(=[N+](C)C)ON1C2=C(C=CC=C2)N=N1.[B-](F)(F)(F)F (TBTU), CCN(C(C)C)C(C)C (DIPEA). Run in C1CCOC1 (THF), C1CCOC1 (THF), CO (methanol), C(C)OC(C)=O (ethylacetate). Conditions: time 4 hour. Yields the product NC=1N=CC(=NC1C=1OC(=NN1)C1=CC=CC=C1)C1=C(C=C(C(=O)N(C)C)C=C1)C(F)F (4-[5-amino-6-(5-phenyl-1,3,4-oxadiazol-2-yl)pyrazin-2-yl]-3-(difluoromethyl)-N,N-dimethyl-benzamide). Isolated yield 41.0%. RXN SMILES: [Li+].[OH-].[NH2:3][C:4]1[N:5]=[CH:6][C:7]([C:21]2[CH:30]=[CH:29][C:24]([C:25]([O:27]C)=O)=[CH:23][C:22]=2[CH:31]([F:33])[F:32])=[N:8][C:9]=1[C:10]1[O:11][C:12]([C:15]2[CH:20]=[CH:19][CH:18]=[CH:17][CH:16]=2)=[N:13][N:14]=1.[CH3:34][N:35](C(ON1N=NC2C=CC=CC1=2)=[N+](C)C)[CH3:36].[B-](F)(F)(F)F.CCN(C(C)C)C(C)C.CNC>C1COCC1.CO.C(OC(=O)C)C>[NH2:3][C:4]1[N:5]=[CH:6][C:7]([C:21]2[CH:30]=[CH:29][C:24]([C:25]([N:35]([CH3:36])[CH3:34])=[O:27])=[CH:23][C:22]=2[CH:31]([F:32])[F:33])=[N:8][C:9]=1[C:10]1[O:11][C:12]([C:15]2[CH:20]=[CH:19][CH:18]=[CH:17][CH:16]=2)=[N:13][N:14]=1 |f:0.1,3.4|. Reported procedure: LiOH (495.9 μL of 1 M aq solution, 0.4959 mmol) was added to a suspension of methyl 4-[5-amino-6-(5-phenyl-1,3,4-oxadiazol-2-yl)pyrazin-2-yl]-3-(difluoromethyl)benzoate (70 mg, 0.1653 mmol) in THF (5 mL) and methanol (2 mL). The reaction mixture was stirred for 4 h at room temperature and then concentrated in vacuo. The residue was acidified to pH2 by the addition of 1M HCl. A precipitate formed which was then filtered and washed with water, ethylacetate and ether. The solid was taken up in DMF ...